describe an organic reaction: reactants, conditions, products, and yield From a dataset of the Open Reaction Database (ORD), a public repository of structured organic reaction records. Starting materials: ClC=1SC2=C(N1)C(C1=C(C=C2)C=C(C=C1)Cl)C=1C(NC(N(C1)C)=O)=O ((±)-5-(2,7-Dichloro-4H-benzo[5,6]cyclohepta[1,2-d]thiazol-4-yl)-1-methyl-2,4(1H,3H)-pyrimidinedione). Reagents/catalysts: [Zn] (Zinc). Run in C(C)(=O)O (acetic acid). Product: ClC=1C=CC2=C(C=CC3=C(N=CS3)C2C=2C(NC(N(C2)C)=O)=O)C1 ((±)-5-(7-Chloro-4H-benzo[5,6]cyclohepta[1,2-d]thiazol-4-yl)-1-methyl-2,4(1H,3H)-pyrimidinedione). Reaction SMILES: Cl[C:2]1[S:3][C:4]2[CH:11]=[CH:10][C:9]3[CH:12]=[C:13]([Cl:16])[CH:14]=[CH:15][C:8]=3[CH:7]([C:17]3[C:18](=[O:25])[NH:19][C:20](=[O:24])[N:21]([CH3:23])[CH:22]=3)[C:5]=2[N:6]=1>C(O)(=O)C.[Zn]>[Cl:16][C:13]1[CH:14]=[CH:15][C:8]2[CH:7]([C:17]3[C:18](=[O:25])[NH:19][C:20](=[O:24])[N:21]([CH3:23])[CH:22]=3)[C:5]3[N:6]=[CH:2][S:3][C:4]=3[CH:11]=[CH:10][C:9]=2[CH:12]=1. Reported procedure: Zinc powder (4 g) was added to a solution of the product from example 44 step (viii) (0.5 g) in acetic acid. After 24 h the solvent was evaporated under reduced pressure and the residue partitioned between saturated sodium bicarbonate solution and dichloromethane. The organic phase was collected, dried, (MgSO4) and solvent evaporated to leave as a beige foam. Purification by trituration and filtration from isohexane/ethyl acetate mixtures gave the title product. Starting materials: C1COCCO1, CNC, O=C(NCC#CCCl)C(O)(c1ccccc1)c1ccccc1, [I-], [Na+]. Product: CN(C)CC#CCNC(=O)C(O)(c1ccccc1)c1ccccc1. As a reaction SMILES: [CH2:28]1[O:29][CH2:30][CH2:31][O:32][CH2:33]1.[CH3:25][NH:26][CH3:27].[Cl:1][CH2:2][C:3]#[C:4][CH2:5][NH:6][C:7]([C:8]([c:9]1[cH:10][cH:11][cH:12][cH:13][cH:14]1)([c:15]1[cH:16][cH:17][cH:18][cH:19][cH:20]1)[OH:21])=[O:22].[I-:24].[Na+:23]>>[CH2:2]([C:3]#[C:4][CH2:5][NH:6][C:7]([C:8]([c:9]1[cH:10][cH:11][cH:12][cH:13][cH:14]1)([c:15]1[cH:16][cH:17][cH:18][cH:19][cH:20]1)[OH:21])=[O:22])[N:26]([CH3:25])[CH3:27].